From a dataset of the Open Reaction Database (ORD), a public repository of structured organic reaction records. describe an organic reaction: reactants, conditions, products, and yield The reactants are CCOC(=O)C1CN(Cc2ccccc2)C(=O)C(=C2SC=CS2)C1=O, CCO, Cl, [Na+], [OH-]. The product is O=C1CCN(Cc2ccccc2)C(=O)C1=C1SC=CS1. RXN SMILES: [CH2:1]([c:2]1[cH:3][cH:4][cH:5][cH:6][cH:7]1)[N:8]1[CH2:9][CH:10]([C:21]([O:22][CH2:23][CH3:24])=[O:25])[C:11](=[O:20])[C:12](=[C:15]2[S:16][CH:17]=[CH:18][S:19]2)[C:13]1=[O:14].[CH3:29][CH2:30][OH:31].[ClH:28].[Na+:27].[OH-:26]>>[CH2:1]([c:2]1[cH:3][cH:4][cH:5][cH:6][cH:7]1)[N:8]1[CH2:9][CH2:10][C:11](=[O:20])[C:12](=[C:15]2[S:16][CH:17]=[CH:18][S:19]2)[C:13]1=[O:14].